This data is from the Open Reaction Database (ORD), a public repository of structured organic reaction records. The task is: describe an organic reaction: reactants, conditions, products, and yield Reactants: C1COCCN1, CCOC(C)=O, COc1ccc(CN2Cc3c(-c4ccccc4Cl)cc(NS(=O)(=O)CCCCl)cc3N(c3c(Cl)cccc3Cl)C2=O)cc1. Yields the product COc1ccc(CN2Cc3c(-c4ccccc4Cl)cc(NS(=O)(=O)CCCN4CCOCC4)cc3N(c3c(Cl)cccc3Cl)C2=O)cc1. Reaction SMILES: [CH2:44]1[CH2:45][O:46][CH2:47][CH2:48][NH:49]1.[CH3:50][CH2:51][O:52][C:53](=[O:54])[CH3:55].[Cl:1][CH2:2][CH2:3][CH2:4][S:5](=[O:6])(=[O:7])[NH:8][c:9]1[cH:10][c:11](-[c:37]2[c:38]([Cl:43])[cH:39][cH:40][cH:41][cH:42]2)[c:12]2[c:17]([cH:18]1)[N:16]([c:19]1[c:20]([Cl:26])[cH:21][cH:22][cH:23][c:24]1[Cl:25])[C:15](=[O:27])[N:14]([CH2:28][c:29]1[cH:30][cH:31][c:32]([O:35][CH3:36])[cH:33][cH:34]1)[CH2:13]2>>[CH2:2]([CH2:3][CH2:4][S:5](=[O:6])(=[O:7])[NH:8][c:9]1[cH:10][c:11](-[c:37]2[c:38]([Cl:43])[cH:39][cH:40][cH:41][cH:42]2)[c:12]2[c:17]([cH:18]1)[N:16]([c:19]1[c:20]([Cl:26])[cH:21][cH:22][cH:23][c:24]1[Cl:25])[C:15](=[O:27])[N:14]([CH2:28][c:29]1[cH:30][cH:31][c:32]([O:35][CH3:36])[cH:33][cH:34]1)[CH2:13]2)[N:49]1[CH2:44][CH2:45][O:46][CH2:47][CH2:48]1. The reactants are CCCC[N+](CCCC)(CCCC)CCCC, CC(=O)[O-], ClCc1ccc(Cl)cc1Cl, [Na+], [Na+], [OH-], O, O=S(=O)([O-])O. Product: OCc1ccc(Cl)cc1Cl. RXN SMILES: [CH2:23]([N+:24]([CH2:25][CH2:26][CH2:27][CH3:28])([CH2:29][CH2:30][CH2:31][CH3:32])[CH2:33][CH2:34][CH2:35][CH3:36])[CH2:37][CH2:38][CH3:39].[CH3:12][C:13]([O-:14])=[O:15].[Cl:1][c:2]1[c:3]([CH2:4][Cl:5])[cH:6][cH:7][c:8]([Cl:10])[cH:9]1.[Na+:11].[Na+:17].[OH-:16].[OH2:40].[S:18]([O-:19])([OH:20])(=[O:21])=[O:22]>>[Cl:1][c:2]1[c:3]([CH2:4][OH:14])[cH:6][cH:7][c:8]([Cl:10])[cH:9]1. Reactants: CC(Cl)c1cccnc1, Cc1ccc(S(=O)(=O)N2CCC[C@H]2C(=O)O)cc1. Reagents/catalysts: O=C([O-])[O-].[Cs+].[Cs+] (cesium carbonate), [I-].[K+] (potassium iodide). Run in CN(C)C=O (DMF), CN(C)C=O (dmf), CN(C)C=O (DMF). Reaction conditions: temperature 70 celsius, time 16 hour. The product is Cc1ccc(S(=O)(=O)N2CCC[C@H]2C(=O)OC(C)c2cccnc2)cc1. Reactants: C(C1=CC=C(C(=O)O)C=C1)(=O)O (terephthalic acid), C1=C(C=CC2=CC(=CC=C12)C(=O)O)C(=O)O (naphthalene-2,6-dicarboxylic acid), polyamide, alkyl-substituted, [N+](=O)(O)[O-] (nitric acid), C(C1=CC=C(C(=O)O)C=C1)(=O)O (terephthalic acid), [N+](=O)(O)[O-] (nitric acid), polyester, phthalic acids. The solvent is C=1(C(=CC=CC1)C)C (xylene), C=1(C(=CC=CC1)C)C (xylene), C=1(C(=CC=CC1)C)C (xylene). Yields the product CC=1C=CC=CC1C(=O)O (toluic acid). Reaction SMILES: C1[C:10]2[C:5](=[CH:6][C:7]([C:11]([OH:13])=[O:12])=[CH:8][CH:9]=2)C=CC=1C(O)=O.[C:17](O)(=O)C1C=CC(C(O)=O)=CC=1.[N+]([O-])(O)=O>C1(C)C(C)=CC=CC=1>[CH3:17][C:8]1[CH:9]=[CH:10][CH:5]=[CH:6][C:7]=1[C:11]([OH:13])=[O:12]. Reported procedure: Organic acids, such as naphthalene-2,6-dicarboxylic acid or terephthalic acid, are highly useful in the manufacture of polyester-type and polyamide-type resins, including polyethyleneterephthalate. Such organic acids customarily have been prepared by a liquid phase oxidation of an alkyl-substituted aromatic precursor in the presence of an aqueous acidic reaction medium, and usually in the presence of a metal catalyst. For example, U.S. Pat. No. 2,766,281 discloses the preparation of phthalic aci... The reactants are NC1=CC=C(C=C1)C1=C(NC2=NC=CC=C21)C(=O)N (3-(4-aminophenyl)-1H-pyrrolo[2,3-b]pyridine-2-carboxamide), CC1=C(C=C(C=C1)C)N=C=O (2,5-dimethylphenyl isocyanate). Yields the product solid, CC1=C(C=C(C=C1)C)NC(NC1=CC=C(C=C1)C1=C(NC2=NC=CC=C21)C(=O)N)=O (3-{4-[3-(2,5-dimethylphenyl)ureido]phenyl}-1H-pyrrolo[2,3-b]pyridine-2-carboxamide). Reaction SMILES: [NH2:1][C:2]1[CH:7]=[CH:6][C:5]([C:8]2[C:16]3[C:11](=[N:12][CH:13]=[CH:14][CH:15]=3)[NH:10][C:9]=2[C:17]([NH2:19])=[O:18])=[CH:4][CH:3]=1.[CH3:20][C:21]1[CH:26]=[CH:25][C:24]([CH3:27])=[CH:23][C:22]=1[N:28]=[C:29]=[O:30]>>[CH3:20][C:21]1[CH:26]=[CH:25][C:24]([CH3:27])=[CH:23][C:22]=1[NH:28][C:29](=[O:30])[NH:1][C:2]1[CH:3]=[CH:4][C:5]([C:8]2[C:16]3[C:11](=[N:12][CH:13]=[CH:14][CH:15]=3)[NH:10][C:9]=2[C:17]([NH2:19])=[O:18])=[CH:6][CH:7]=1. Procedure details: 75.9 mg of solid white 3-{4-[3-(2,5-dimethylphenyl)ureido]phenyl}-1H-pyrrolo[2,3-b]pyridine-2-carboxamide are prepared as described in Example 7 starting with 3-(4-aminophenyl)-1H-pyrrolo[2,3-b]pyridine-2-carboxamide and 2,5-dimethylphenyl isocyanate. Reactants: CSC(C(=O)OC)(C)C1=CC(=C(C=C1)N1C(C=2C(C1=O)=CC=CC2)=O)Cl (Methyl α-methylthio-α-(3-chloro-4-phthalimido-phenyl)propionate), O.NN (hydrazine hydrate). Solvent: CO (methanol). Product: CSC(C(=O)OC)(C)C1=CC(=C(C=C1)N)Cl (methyl α-methylthio-α-(3-chloro-4-aminophenyl)propionate). Yield: 92.0%. Reaction SMILES: [CH3:1][S:2][C:3]([C:9]1[CH:14]=[CH:13][C:12]([N:15]2C(=O)C3=CC=CC=C3C2=O)=[C:11]([Cl:26])[CH:10]=1)([CH3:8])[C:4]([O:6][CH3:7])=[O:5].O.NN>CO>[CH3:1][S:2][C:3]([C:9]1[CH:14]=[CH:13][C:12]([NH2:15])=[C:11]([Cl:26])[CH:10]=1)([CH3:8])[C:4]([O:6][CH3:7])=[O:5] |f:1.2|. Procedure details: Methyl α-methylthio-α-(3-chloro-4-phthalimido-phenyl)propionate was suspended in 7 ml of methanol, and 97 mg of hydrazine hydrate was added. The mixture was stirred at room temperature, and then heated under reflux for 1 hour. The mixture was concentrated under reduced pressure, and an aqueous solution of ammonium chloride and methylene chloride were added. The organic layer was separated, and dried over anhydrous sodium sulfate. Concentration under reduced pressure yielded 231 mg of methyl α-me... Run in C(C)O (ethyl alcohol). Run at temperature 90 celsius. The reactants are [H][H] (hydrogen), C(C=C)#N (Acrylonitrile), OCCNCC1CCC(CC1)CN (N-(2-hydroxyethyl)-1,4-cyclohexanebis(methylamine)), N (ammonia). Product: NCCCNCC1CCC(CC1)CNCCO (N-(3-Aminopropyl)-N'-(2-hydroxyethyl)-1,4-cyclohexanebis(methylamine)). Reaction SMILES: [C:1](#[N:4])[CH:2]=[CH2:3].[OH:5][CH2:6][CH2:7][NH:8][CH2:9][CH:10]1[CH2:15][CH2:14][CH:13]([CH2:16][NH2:17])[CH2:12][CH2:11]1.N.[H][H]>[Ni].C(O)C>[NH2:4][CH2:1][CH2:2][CH2:3][NH:17][CH2:16][CH:13]1[CH2:14][CH2:15][CH:10]([CH2:9][NH:8][CH2:7][CH2:6][OH:5])[CH2:11][CH2:12]1. Procedure details: Acrylonitrile (10.6 g., 0.2 mole) is added dropwise over a 15 minute period to N-(2-hydroxyethyl)-1,4-cyclohexanebis(methylamine) (37.2 g., 0.4 mole) with stirring and ice bath cooling. After complete addition, the reaction mixture is stirred an additional 2 hours at 5° C., allowed to gradually warm over a 1 hour period. heated 2 hours at 45° C. and finally 1 hour at 90° C. It is then fractionated under reduced pressure up to an internal temperature of 170° C. The residue is dissolved in 200 ml.... Reagents/catalysts: [Ni] (nickel).